Dataset: the Open Reaction Database (ORD), a public repository of structured organic reaction records. Task: describe an organic reaction: reactants, conditions, products, and yield Yields the product C(C1=CC=CC=C1)N1C([C@H](CSC2=C1C=CC=C2)NC([C@@H]([C@@H]([C@H]([C@@H](\C=C\C(C)(C)C)O)O)O)OC)=O)=O (N-[(3R)-5-benzyl-4-oxo-2,3,4,5-tetrahydro-1,5-benzothiazepin -3-yl]-(6E)-(2R,3R,4S,5R)-3,4,5-trihydroxy-2-methoxy-8,8-dimethylnon-6-enamide). Procedure: 101 mg of 9 (178 μmol) in 0.85 mL of THF and 1.78 mL of 1N hydrochloric acid are mixed together, with stirring and under argon, in a 20 mL round-bottomed flask. Stirring is continued for 5 hours at room temperature. The solution is then cooled to 0° C. It is neutralized to pH 7.0 with 1N sodium hydroxide. The resulting mixture is extracted twice with 5 mL of EtOAc. The organic phases are combined, dried over magnesium sulfate and filtered and then brought to dryness. 66 mg of crude product are o... The reactants are C(C1=CC=CC=C1)N1C([C@H](CSC2=C1C=CC=C2)NC([C@H](OC)[C@@H]2OC(O[C@@H]([C@@H]2O)\C=C\C(C)(C)C)(C)C)=O)=O (N-((3R)-5-benzyl-4-oxo-2,3,4,5-tetrahydro-1,5-benzothiazepin -3-yl)-(R)-2-[(4R,5S,6R)-6-((1E)-3,3-dimethylbut-1-enyl)-5-hydroxy-2,2-dimethyl-1,3-dioxinan-4-yl]-2-methoxyacetamide), [OH-].[Na+] (sodium hydroxide). Yield: 17.5%. The solvent is C1CCOC1 (THF), Cl (hydrochloric acid). Conditions: temperature 0 celsius, time 5 hour. RXN SMILES: [CH2:1]([N:8]1[C:14]2[CH:15]=[CH:16][CH:17]=[CH:18][C:13]=2[S:12][CH2:11][C@H:10]([NH:19][C:20](=[O:39])[C@@H:21]([C@H:24]2[C@@H:29]([OH:30])[C@@H:28](/[CH:31]=[CH:32]/[C:33]([CH3:36])([CH3:35])[CH3:34])[O:27]C(C)(C)[O:25]2)[O:22][CH3:23])[C:9]1=[O:40])[C:2]1[CH:7]=[CH:6][CH:5]=[CH:4][CH:3]=1.[OH-].[Na+]>C1COCC1.Cl>[CH2:1]([N:8]1[C:14]2[CH:15]=[CH:16][CH:17]=[CH:18][C:13]=2[S:12][CH2:11][C@H:10]([NH:19][C:20](=[O:39])[C@H:21]([O:22][CH3:23])[C@H:24]([OH:25])[C@@H:29]([OH:30])[C@H:28]([OH:27])/[CH:31]=[CH:32]/[C:33]([CH3:35])([CH3:36])[CH3:34])[C:9]1=[O:40])[C:2]1[CH:7]=[CH:6][CH:5]=[CH:4][CH:3]=1 |f:1.2|. The product is CC(=O)C(CCCCCCC(=O)O)CCCC(O)CSc1ccc(F)cc1. Starting materials: CCOC(=O)CCCCCCC(CCCC(O)CSc1ccc(F)cc1)C(C)=O, CCOC(=O)CCCCCCC(CCCC(O)COc1ccc(F)cc1)C(C)=O. RXN SMILES: [C:1]([CH3:2])(=[O:3])[CH:4]([CH2:5][CH2:6][CH2:7][CH2:8][CH2:9][CH2:10][C:11](=[O:12])[O:13][CH2:14][CH3:15])[CH2:16][CH2:17][CH2:18][CH:19]([CH2:20][S:21][c:22]1[cH:23][cH:24][c:25]([F:28])[cH:26][cH:27]1)[OH:29].[C:30]([CH:31]([CH2:32][CH2:33][CH2:34][CH:35]([OH:36])[CH2:37][O:38][c:39]1[cH:40][cH:41][c:42]([F:43])[cH:44][cH:45]1)[CH2:46][CH2:47][CH2:48][CH2:49][CH2:50][CH2:51][C:52]([O:53][CH2:54][CH3:55])=[O:56])(=[O:57])[CH3:58]>>[C:1]([CH3:2])(=[O:3])[CH:4]([CH2:5][CH2:6][CH2:7][CH2:8][CH2:9][CH2:10][C:11](=[O:12])[OH:13])[CH2:16][CH2:17][CH2:18][CH:19]([CH2:20][S:21][c:22]1[cH:23][cH:24][c:25]([F:28])[cH:26][cH:27]1)[OH:29]. Starting materials: CCOC(=O)CBr, O=C([O-])[O-], CN(C)C=O, CCc1cc2cc(O)c(Cl)c(Cl)c2s1, [K+], [K+], O. The product is CCOC(=O)COc1cc2cc(CC)sc2c(Cl)c1Cl. RXN SMILES: [Br:15][CH2:16][C:17](=[O:18])[O:19][CH2:20][CH3:21].[C:22](=[O:23])([O-:24])[O-:25].[CH3:28][N:29]([CH3:30])[CH:31]=[O:32].[Cl:1][c:2]1[c:3]([OH:14])[cH:4][c:5]2[c:6]([s:7][c:8]([CH2:10][CH3:11])[cH:9]2)[c:12]1[Cl:13].[K+:26].[K+:27].[OH2:33]>>[Cl:1][c:2]1[c:3]([O:14][CH2:16][C:17](=[O:18])[O:19][CH2:20][CH3:21])[cH:4][c:5]2[c:6]([s:7][c:8]([CH2:10][CH3:11])[cH:9]2)[c:12]1[Cl:13].